This data is from the Open Reaction Database (ORD), a public repository of structured organic reaction records. The task is: describe an organic reaction: reactants, conditions, products, and yield Starting materials: [OH-].[Li+].O (Lithium hydroxide H2O), C(C)(=O)OCC(=O)NC1=C(OC2=NC(=C(C=C21)C2=CC=C(C=C2)Cl)C2=C(C=C(C=C2)Cl)Cl)C(C(C)(C)O)=O (2-{[5-(4-chlorophenyl)-6-(2,4-dichlorophenyl)-2-(2-hydroxy-2-methylpropanoyl)furo[2,3-b]pyridin-3-yl]amino}-2-oxoethyl acetate), CO (methanol). Solvent: C1CCOC1 (THF). The product is ClC1=CC=C(C=C1)C=1C=C2C(=NC1C1=C(C=C(C=C1)Cl)Cl)OC(=C2NC(CO)=O)C(C(C)(C)O)=O (N-[5-(4-chlorophenyl)-6-(2,4-dichlorophenyl)-2-(2-hydroxy-2-methylpropanoyl)furo[2,3-b]pyridin-3-yl]-2-hydroxyacetamide). RXN SMILES: [OH-].[Li+].O.C([O:7][CH2:8][C:9]([NH:11][C:12]1[C:20]2[C:15](=[N:16][C:17]([C:28]3[CH:33]=[CH:32][C:31]([Cl:34])=[CH:30][C:29]=3[Cl:35])=[C:18]([C:21]3[CH:26]=[CH:25][C:24]([Cl:27])=[CH:23][CH:22]=3)[CH:19]=2)[O:14][C:13]=1[C:36](=[O:41])[C:37]([OH:40])([CH3:39])[CH3:38])=[O:10])(=O)C.CO>C1COCC1>[Cl:27][C:24]1[CH:25]=[CH:26][C:21]([C:18]2[CH:19]=[C:20]3[C:12]([NH:11][C:9](=[O:10])[CH2:8][OH:7])=[C:13]([C:36](=[O:41])[C:37]([OH:40])([CH3:38])[CH3:39])[O:14][C:15]3=[N:16][C:17]=2[C:28]2[CH:33]=[CH:32][C:31]([Cl:34])=[CH:30][C:29]=2[Cl:35])=[CH:22][CH:23]=1 |f:0.1.2|. Procedure: Lithium hydroxide-H2O (0.004 g; 0.174 mmol), the product of Step C (0.100 g; 0.174 mmol), and methanol (0.3 mL) were combined in 2 mL of THF and stirred at room temperature. The reaction was monitored by TLC until complete at which point the reaction was quenched by addition of 0.50 mL of acetic acid. The reaction was diluted with ethyl acetate and then washed two times with aqueous sodium bicarbonate. The solution was concentrated and purified via MPLC chromatography on silica gel with a gradie... Run in C(C)(=O)O (acetic acid). Procedure details: A solution of 3-(4-amino-1-oxoisoindolin-2-yl)-5-hydroxypiperidine-2,6-dione (0.82 g, 3.0 mmol) and 2-furaldehyde (0.34 g, 3.5 mmol) in acetic acid (10 mL) is heated at reflux for 4 hours. To the mixture is added sodium borohydride (130 mg, 3.5 mmol) at room temperature and kept for 18 hours. The mixture is worked up to give 3-(4-fur-2-ylmethylamino-1-oxoisoindolin-2-yl)-5-hydroxypiperidine-2,6-dione which is further purified by column chromatography. Starting materials: NC1=C2CN(C(C2=CC=C1)=O)C1C(NC(C(C1)O)=O)=O (3-(4-amino-1-oxoisoindolin-2-yl)-5-hydroxypiperidine-2,6-dione), O1C(=CC=C1)C=O (2-furaldehyde), [BH4-].[Na+] (sodium borohydride). Reaction SMILES: [NH2:1][C:2]1[CH:10]=[CH:9][CH:8]=[C:7]2[C:3]=1[CH2:4][N:5]([CH:12]1[CH2:17][CH:16]([OH:18])[C:15](=[O:19])[NH:14][C:13]1=[O:20])[C:6]2=[O:11].[O:21]1[CH:25]=[CH:24][CH:23]=[C:22]1[CH:26]=O.[BH4-].[Na+]>C(O)(=O)C>[O:21]1[CH:25]=[CH:24][CH:23]=[C:22]1[CH2:26][NH:1][C:2]1[CH:10]=[CH:9][CH:8]=[C:7]2[C:3]=1[CH2:4][N:5]([CH:12]1[CH2:17][CH:16]([OH:18])[C:15](=[O:19])[NH:14][C:13]1=[O:20])[C:6]2=[O:11] |f:2.3|. Reaction conditions: time 18 hour. The product is O1C(=CC=C1)CNC1=C2CN(C(C2=CC=C1)=O)C1C(NC(C(C1)O)=O)=O (3-(4-fur-2-ylmethylamino-1-oxoisoindolin-2-yl)-5-hydroxypiperidine-2,6-dione). The reactants are CCC(CC)c1cc(C)nc2c(I)c(C)nn12, Clc1csc(Cl)n1, [Cu]I, [K+], [K+], [K+], N#N, O=P([O-])([O-])[O-], c1cnc2c(c1)ccc1cccnc12. The product is CCC(CC)c1cc(C)nc2c(-c3sc(Cl)nc3Cl)c(C)nn12. Reaction SMILES: [CH2:1]([CH3:2])[CH:3]([CH2:4][CH3:5])[c:6]1[cH:7][c:8]([CH3:17])[n:9][c:10]2[n:11]1[n:12][c:13]([CH3:16])[c:14]2[I:15].[Cl:26][c:27]1[s:28][cH:29][c:30]([Cl:32])[n:31]1.[Cu:49][I:50].[K+:23].[K+:24].[K+:25].[N:47]#[N:48].[P:18]([O-:19])([O-:20])([O-:21])=[O:22].[n:33]1[c:34]2[c:35]([cH:36][cH:37][c:38]3[c:39]2[n:40][cH:41][cH:42][cH:43]3)[cH:44][cH:45][cH:46]1>>[CH2:1]([CH3:2])[CH:3]([CH2:4][CH3:5])[c:6]1[cH:7][c:8]([CH3:17])[n:9][c:10]2[n:11]1[n:12][c:13]([CH3:16])[c:14]2-[c:29]1[s:28][c:27]([Cl:26])[n:31][c:30]1[Cl:32].